Dataset: the Open Reaction Database (ORD), a public repository of structured organic reaction records. Task: describe an organic reaction: reactants, conditions, products, and yield The reactants are NCCN(C(C=C)=O)C(C(C)C)C1=NC2=CC(=CC=C2C(N1CC1=CC=CC=C1)=O)Cl (N-(2-Amino-ethyl)—N-[1-(3-benzyl-7-chloro-4-oxo-3,4-dihydro-quinazolin-2-yl)-2-methyl-propyl]-acrylamide), C(C)(C)(C)OC(NCCN(C(C(C)C)C1=NC2=CC(=CC=C2C(N1CC1=CC=CC=C1)=O)Cl)C(C=C)=O)=O ((2-{Acryloyl-[1-(3-benzyl-7-chloro-4-oxo-3,4-dihydro-quinazolin-2-yl)-2-methyl-propyl]-amino}-ethyl)-carbamic acid tert-butyl ester), C(=O)(C(F)(F)F)O (TFA). Solvent: C(Cl)Cl (CH2Cl2). Yields the product C(C1=CC=CC=C1)N1C(=NC2=CC(=CC=C2C1=O)Cl)C(C(C)C)N1CCNCCC1=O (3-Benzyl-7-chloro-2-[2-methyl-1-(7-oxo-[1 ,4]diazepan-1-yl)-propyl]-3H-quinazolin-4-one). RXN SMILES: [NH2:1][CH2:2][CH2:3][N:4]([CH:9]([C:13]1[N:22]([CH2:23][C:24]2[CH:29]=[CH:28][CH:27]=[CH:26][CH:25]=2)[C:21](=[O:30])[C:20]2[C:15](=[CH:16][C:17]([Cl:31])=[CH:18][CH:19]=2)[N:14]=1)[CH:10]([CH3:12])[CH3:11])[C:5](=[O:8])[CH:6]=[CH2:7].C(OC(=O)NCCN(C(=O)C=C)C(C1N(CC2C=CC=CC=2)C(=O)C2C(=CC(Cl)=CC=2)N=1)C(C)C)(C)(C)C.C(O)(C(F)(F)F)=O>C(Cl)Cl>[CH2:23]([N:22]1[C:21](=[O:30])[C:20]2[C:15](=[CH:16][C:17]([Cl:31])=[CH:18][CH:19]=2)[N:14]=[C:13]1[CH:9]([N:4]1[C:5](=[O:8])[CH2:6][CH2:7][NH:1][CH2:2][CH2:3]1)[CH:10]([CH3:12])[CH3:11])[C:24]1[CH:25]=[CH:26][CH:27]=[CH:28][CH:29]=1. Procedure: N-(2-Amino-ethyl)—N-[1-(3-benzyl-7-chloro-4-oxo-3,4-dihydro-quinazolin-2-yl)-2-methyl-propyl]-acrylamide: (2-{Acryloyl-[1-(3-benzyl-7-chloro-4-oxo-3,4-dihydro-quinazolin-2-yl)-2-methyl-propyl]-amino}-ethyl)-carbamic acid tert-butyl ester (300 mg, 0.56 mmol) was treated with 50% TFA in CH2Cl2 (3 mL at room temperature. After 2 h the mixture was concentrated under vacuum, redissolved in CH2Cl2, washed with 10% NaHCO3, brine, dried and concentrated to give the title compound (240 mg) as a white sol... The reactants are CC(C)(C)c1ncc(Br)c(C(=O)O)n1, C[Si](C)(C)C=[N+]=[N-], CO, c1ccccc1. Yields the product COC(=O)c1nc(C(C)(C)C)ncc1Br. RXN SMILES: [Br:8][c:9]1[c:10]([C:19](=[O:20])[OH:21])[n:11][c:12]([C:15]([CH3:16])([CH3:17])[CH3:18])[n:13][cH:14]1.[CH3:1][Si:2]([CH:3]=[N+:4]=[N-:5])([CH3:6])[CH3:7].[CH3:22][OH:23].[cH:24]1[cH:25][cH:26][cH:27][cH:28][cH:29]1>>[CH3:1][O:20][C:19]([c:10]1[c:9]([Br:8])[cH:14][n:13][c:12]([C:15]([CH3:16])([CH3:17])[CH3:18])[n:11]1)=[O:21].